Dataset: the Open Reaction Database (ORD), a public repository of structured organic reaction records. Task: describe an organic reaction: reactants, conditions, products, and yield The reactants are C(C=C)(=O)OC(C)(C)C (t-butyl acrylate), C=O (paraformaldehyde), N12CC(C(CC1)CC2)O (3-quinuclidinol). Yields the product OCC(C(=O)OC(C)(C)C)=C (t-butyl hydroxymethylacrylate). RXN SMILES: [C:1]([O:5][C:6]([CH3:9])([CH3:8])[CH3:7])(=[O:4])[CH:2]=[CH2:3].[CH2:10]=[O:11].N12CCC(CC1)C(O)C2>>[OH:11][CH2:10][C:2](=[CH2:3])[C:1]([O:5][C:6]([CH3:9])([CH3:8])[CH3:7])=[O:4]. Procedure details: In a typical procedure, t-butyl acrylate (III) is reacted with paraformaldehyde in the presence of 3-quinuclidinol to provide t-butyl hydroxymethylacrylate (IV). This is first treated with thionyl chloride in the presence of triethylamine and pyridine to provide the corresponding chloromethylacrylate, which is then reacted with (S,S)-α-α′-dimethyldibenzylamine to provide an acrylate of the formula (V). This is converted to a compound of the formula (IX) by the method set out in Tet. Lett., 1993,... RXN SMILES: [CH2:46]=[O:47].[OH:1][CH:2]1[CH2:3][CH:4]([C:29](=[O:30])[N:31]2[CH:32]([C:36](=[O:37])[NH:38][CH2:39][CH:40]3[CH2:41][NH:42][CH2:43][CH2:44][CH2:45]3)[CH2:33][CH2:34][CH2:35]2)[N:5]([C:7]([CH2:8][C:9]([c:10]2[cH:11][cH:12][cH:13][cH:14][cH:15]2)([c:16]2[cH:17][cH:18][cH:19][cH:20][cH:21]2)[c:22]2[cH:23][cH:24][cH:25][cH:26][cH:27]2)=[O:28])[CH2:6]1>>[OH:1][CH:2]1[CH2:3][CH:4]([C:29](=[O:30])[N:31]2[CH:32]([C:36](=[O:37])[NH:38][CH2:39][CH:40]3[CH2:41][N:42]([CH3:46])[CH2:43][CH2:44][CH2:45]3)[CH2:33][CH2:34][CH2:35]2)[N:5]([C:7]([CH2:8][C:9]([c:10]2[cH:11][cH:12][cH:13][cH:14][cH:15]2)([c:16]2[cH:17][cH:18][cH:19][cH:20][cH:21]2)[c:22]2[cH:23][cH:24][cH:25][cH:26][cH:27]2)=[O:28])[CH2:6]1. The product is CN1CCCC(CNC(=O)C2CCCN2C(=O)C2CC(O)CN2C(=O)CC(c2ccccc2)(c2ccccc2)c2ccccc2)C1. Reactants: C=O, O=C(NCC1CCCNC1)C1CCCN1C(=O)C1CC(O)CN1C(=O)CC(c1ccccc1)(c1ccccc1)c1ccccc1. The reactants are IC=1N=CNC1 (4-iodo-1H-imidazole), C([O-])([O-])=O.[Cs+].[Cs+] (cesium carbonate), BrCC1CC1 ((bromomethyl)cyclopropane). Solvent: CN(C)C=O (DMF). Conditions: time 3 hour. Product: C1(CC1)CN1C=NC(=C1)I (1-cyclopropylmethyl-4-iodo-1H-imidazole). The yield is 57.7%. RXN SMILES: [I:1][C:2]1[N:3]=[CH:4][NH:5][CH:6]=1.C(=O)([O-])[O-].[Cs+].[Cs+].Br[CH2:14][CH:15]1[CH2:17][CH2:16]1>CN(C=O)C>[CH:15]1([CH2:14][N:5]2[CH:6]=[C:2]([I:1])[N:3]=[CH:4]2)[CH2:17][CH2:16]1 |f:1.2.3|. Procedure details: To a solution of 4-iodo-1H-imidazole (800 mg, 4.12 mmol) in DMF (50 mL) was added cesium carbonate (5.37 g, 16.5 mmol) and (bromomethyl)cyclopropane (1.6 mL, 16.5 mmol). The reaction mixture was stirred at room temperature for 3 h then concentrated under reduced pressure. The residue was dissolved in EtOAc and washed sequentially with water, sat'd LiCl and sat'd NaCl. The organic layer was dried over MgSO4 and concentrated. The residue was purified by silica gel chromatography (50% to 100% EtOAc... The reactants are FC1=CC=C(C=C1)N1C=C(C(C2=CC(=C(C(=C12)F)F)F)=O)C(=O)O (1-(4-fluorophenyl)-6,7,8-trifluoro-1,4- dihydro-4-oxoquinoline-3-carboxylic acid), Br.OC1=C2CNCC2=CC=C1 (4-hydroxyisoindoline hydrobromide), C1CCC2=NCCCN2CC1 (DBU). The solvent is CN(C)C=O (DMF). The product is OC1=C2CN(CC2=CC=C1)C1=C(C=C2C(C(=CN(C2=C1F)C1=CC=C(C=C1)F)C(=O)O)=O)F (7-(4-hydroxy-2-isoindolinyl)-1-(4-fluorophenyl)-6,8- difluoro-1,4-dihydro-4-oxoquinoline-3-carboxylic acid). Isolated yield 23.5%. As a reaction SMILES: [F:1][C:2]1[CH:7]=[CH:6][C:5]([N:8]2[C:17]3[C:12](=[CH:13][C:14]([F:20])=[C:15](F)[C:16]=3[F:18])[C:11](=[O:21])[C:10]([C:22]([OH:24])=[O:23])=[CH:9]2)=[CH:4][CH:3]=1.Br.[OH:26][C:27]1[CH:35]=[CH:34][CH:33]=[C:32]2[C:28]=1[CH2:29][NH:30][CH2:31]2.C1CCN2C(=NCCC2)CC1>CN(C=O)C>[OH:26][C:27]1[CH:35]=[CH:34][CH:33]=[C:32]2[C:28]=1[CH2:29][N:30]([C:15]1[C:16]([F:18])=[C:17]3[C:12]([C:11](=[O:21])[C:10]([C:22]([OH:24])=[O:23])=[CH:9][N:8]3[C:5]3[CH:6]=[CH:7][C:2]([F:1])=[CH:3][CH:4]=3)=[CH:13][C:14]=1[F:20])[CH2:31]2 |f:1.2|. Procedure: 178 mg of 1-(4-fluorophenyl)-6,7,8-trifluoro-1,4- dihydro-4-oxoquinoline-3-carboxylic acid, 130 mg of 4-hydroxyisoindoline hydrobromide, 137 mg of DBU, and 1.5 ml of anhydrous DMF were processed in the same manner as in Example 20 to produce 56 mg of the target compound. Starting materials: CC#N, [Na+], [OH-], Cc1ccnc(C(O)c2sc(NC(=N)N)nc2C)c1, O=S(=O)(O)O. Yields the product CC(=O)NC(c1cc(C)ccn1)c1sc(NC(=N)N)nc1C. As a reaction SMILES: [CH3:27][C:28]#[N:29].[Na+:26].[OH-:25].[OH:1][CH:2]([c:3]1[c:4]([CH3:12])[n:5][c:6]([NH:8][C:9](=[NH:10])[NH2:11])[s:7]1)[c:13]1[n:14][cH:15][cH:16][c:17]([CH3:19])[cH:18]1.[S:20](=[O:21])(=[O:22])([OH:23])[OH:24]>>[CH:2]([c:3]1[c:4]([CH3:12])[n:5][c:6]([NH:8][C:9](=[NH:10])[NH2:11])[s:7]1)([c:13]1[n:14][cH:15][cH:16][c:17]([CH3:19])[cH:18]1)[NH:29][C:28](=[O:25])[CH3:27]. Starting materials: CCC1CCC(C2CCC(C3CC=C(c4ccc(C)cc4)CC3)CC2)CC1, Cc1ccccc1. Yields the product CCC1CCC(C2CCC(C3CCC(c4ccc(C)cc4)CC3)CC2)CC1. As a reaction SMILES: [CH3:1][c:2]1[cH:3][cH:4][c:5]([C:8]2=[CH:9][CH2:10][CH:11]([CH:14]3[CH2:15][CH2:16][CH:17]([CH:20]4[CH2:21][CH2:22][CH:23]([CH2:26][CH3:27])[CH2:24][CH2:25]4)[CH2:18][CH2:19]3)[CH2:12][CH2:13]2)[cH:6][cH:7]1.[CH3:28][c:29]1[cH:30][cH:31][cH:32][cH:33][cH:34]1>>[CH3:1][c:2]1[cH:3][cH:4][c:5]([CH:8]2[CH2:9][CH2:10][CH:11]([CH:14]3[CH2:15][CH2:16][CH:17]([CH:20]4[CH2:21][CH2:22][CH:23]([CH2:26][CH3:27])[CH2:24][CH2:25]4)[CH2:18][CH2:19]3)[CH2:12][CH2:13]2)[cH:6][cH:7]1. The reactants are C(CC=C)NC1=CC=C(C=C1)OC (N-but-3-en-1-yl-4-methoxyaniline), C(=O)([O-])[O-].[K+].[K+] (K2CO3), C(C=C)(=O)Cl (acryloyl chloride). Run in C(Cl)Cl (methylene chloride). Conditions: time 15 minute. Yields the product C(CC=C)N(C(C=C)=O)C1=CC=C(C=C1)OC (N-but-3-en-1-yl-N-(4-methoxyphenyl)acrylamide). The yield is 88.9%. As a reaction SMILES: [CH2:1]([NH:5][C:6]1[CH:11]=[CH:10][C:9]([O:12][CH3:13])=[CH:8][CH:7]=1)[CH2:2][CH:3]=[CH2:4].C([O-])([O-])=O.[K+].[K+].[C:20](Cl)(=[O:23])[CH:21]=[CH2:22]>C(Cl)Cl>[CH2:1]([N:5]([C:6]1[CH:7]=[CH:8][C:9]([O:12][CH3:13])=[CH:10][CH:11]=1)[C:20](=[O:23])[CH:21]=[CH2:22])[CH2:2][CH:3]=[CH2:4] |f:1.2.3|. Procedure: To a solution of N-but-3-en-1-yl-4-methoxyaniline (340 mg, 1.92 mmol) in methylene chloride (5 mL) was added K2CO3 (530 mg, 3.80 mmol) and acryloyl chloride (234 μL, 2.88 mmol) at 0° C. After 15 min., the reaction was quenched with NaHCO3 (2 mL, sat. aq.) and the organic layer was isolated, concentrated and subjected to flash chromatography (Hexanes:EtOAc 4:1) to yield N-but-3-en-1-yl-N-(4-methoxyphenyl)acrylamide (395 mg, 89%).